Dataset: the Open Reaction Database (ORD), a public repository of structured organic reaction records. Task: describe an organic reaction: reactants, conditions, products, and yield The reactants are C, CC(C)(C)OC(=O)N1CCNCC1, CC(C)=O, CO, [H][H], [Pd]. The product is CC(C)N1CCN(C(=O)OC(C)(C)C)CC1. Reaction SMILES: [C:22].[C:5]([CH3:6])([CH3:7])([CH3:8])[O:9][C:10](=[O:11])[N:12]1[CH2:13][CH2:14][NH:15][CH2:16][CH2:17]1.[CH3:1][C:2]([CH3:3])=[O:4].[CH3:20][OH:21].[H:18][H:19].[Pd:23]>>[CH3:1][CH:2]([CH3:3])[N:15]1[CH2:14][CH2:13][N:12]([C:10]([O:9][C:5]([CH3:6])([CH3:7])[CH3:8])=[O:11])[CH2:17][CH2:16]1.